Dataset: the Open Reaction Database (ORD), a public repository of structured organic reaction records. Task: describe an organic reaction: reactants, conditions, products, and yield Reactants: CC(=O)O, ClI, O=C(O)c1cc2ccccc2cc1O. The product is O=C(O)c1cc2ccccc2c(I)c1O. RXN SMILES: [CH3:17][C:18](=[O:19])[OH:20].[I:15][Cl:16].[OH:1][c:2]1[c:3]([C:12](=[O:13])[OH:14])[cH:4][c:5]2[cH:6][cH:7][cH:8][cH:9][c:10]2[cH:11]1>>[OH:1][c:2]1[c:3]([C:12](=[O:13])[OH:14])[cH:4][c:5]2[cH:6][cH:7][cH:8][cH:9][c:10]2[c:11]1[I:15]. Starting materials: CN1CC2N(C3=C(CN4C2=C(C=2C=CC=CC24)C(=O)OC)C=CC=C3)CC1 (methyl 1,3,4,16b-tetrahydro-2-methyl-2H,10H-indolo[2,1-c]pyrazino[1,2-a][1,4]benzodiazepine-16-carboxylate), Cl (hydrogen chloride). The solvent is CO (Methanol), CO (methanol). Reaction conditions: time 8 hour. The product is Cl.CN1CC2N(C3=C(CN4C2=C(C=2C=CC=CC24)C(=O)OC)C=CC=C3)CC1 (methyl 1,3,4,16b-tetrahydro-2-methyl-2H,10H-indolo[2,1-c]pyrazino[1,2-a][1,4]benzodiazepine-16-carboxylate hydrochloride). RXN SMILES: [CH3:1][N:2]1[CH2:27][CH2:26][N:5]2[C:6]3[CH:25]=[CH:24][CH:23]=[CH:22][C:7]=3[CH2:8][N:9]3[C:17]4[CH:16]=[CH:15][CH:14]=[CH:13][C:12]=4[C:11]([C:18]([O:20][CH3:21])=[O:19])=[C:10]3[CH:4]2[CH2:3]1.[ClH:28]>CO>[ClH:28].[CH3:1][N:2]1[CH2:27][CH2:26][N:5]2[C:6]3[CH:25]=[CH:24][CH:23]=[CH:22][C:7]=3[CH2:8][N:9]3[C:17]4[CH:16]=[CH:15][CH:14]=[CH:13][C:12]=4[C:11]([C:18]([O:20][CH3:21])=[O:19])=[C:10]3[CH:4]2[CH2:3]1 |f:3.4|. Reported procedure: Methanol (20 L) and 2.37 kg of methyl 1,3,4,16b-tetrahydro-2-methyl-2H,10H-indolo[2,1-c]pyrazino[1,2-a][1,4]benzodiazepine-16-carboxylate are combined, heated to reflux, and the mixture is treated with a solution of hydrogen chloride in methanol (7.6N, 870 ml). The reaction mixture is maintained at reflux for 10 minutes and then is allowed to cool gradually to room temperature while stirring overnight. The suspension is filtered and the solid hydrochloride is washed with methanol (2×500 ml) and ... Starting materials: CCCCCCCCCCCCCC=C(C(=O)Nc1ccc(C(=O)OC)cc1)c1ccc2c(c1)C(C)(C)CCC2(C)C, CCCCCCCCCCCCCC=C(C(=O)Nc1ccc(C(=O)O)cc1)c1ccc2c(c1)C(C)(C)CCC2(C)C. The product is CCCCCCCCCCCCCC=C(C(=O)Nc1ccc(C(=O)O)cc1)c1ccc2c(c1)C(C)(C)CCC2(C)C. RXN SMILES: [CH3:1][C:2]1([CH3:42])[c:3]2[cH:4][cH:5][c:6]([C:14]([C:15](=[O:16])[NH:17][c:18]3[cH:19][cH:20][c:21]([C:22](=[O:23])[O:24][CH3:25])[cH:26][cH:27]3)=[CH:28][CH2:29][CH2:30][CH2:31][CH2:32][CH2:33][CH2:34][CH2:35][CH2:36][CH2:37][CH2:38][CH2:39][CH2:40][CH3:41])[cH:7][c:8]2[C:9]([CH3:12])([CH3:13])[CH2:10][CH2:11]1.[CH3:43][C:44]1([CH3:45])[CH2:46][CH2:47][C:48]([CH3:49])([CH3:50])[c:51]2[cH:52][c:53]([C:54](=[CH:55][CH2:56][CH2:57][CH2:58][CH2:59][CH2:60][CH2:61][CH2:62][CH2:63][CH2:64][CH2:65][CH2:66][CH2:67][CH3:68])[C:69]([NH:70][c:71]3[cH:72][cH:73][c:74]([C:75]([OH:76])=[O:77])[cH:78][cH:79]3)=[O:80])[cH:81][cH:82][c:83]21>>[CH3:1][C:2]1([CH3:42])[c:3]2[cH:4][cH:5][c:6]([C:14]([C:15](=[O:16])[NH:17][c:18]3[cH:19][cH:20][c:21]([C:22](=[O:23])[OH:24])[cH:26][cH:27]3)=[CH:28][CH2:29][CH2:30][CH2:31][CH2:32][CH2:33][CH2:34][CH2:35][CH2:36][CH2:37][CH2:38][CH2:39][CH2:40][CH3:41])[cH:7][c:8]2[C:9]([CH3:12])([CH3:13])[CH2:10][CH2:11]1.